Task: describe an organic reaction: reactants, conditions, products, and yield. Dataset: the Open Reaction Database (ORD), a public repository of structured organic reaction records The reactants are N#Cc1cccc(CBr)c1, Cc1cc(N2CCCC2)c2ccc(O)cc2n1. The product is Cc1cc(N2CCCC2)c2ccc(OCc3cccc(C#N)c3)cc2n1. As a reaction SMILES: [Br:18][CH2:19][c:20]1[cH:21][c:22]([C:23]#[N:24])[cH:25][cH:26][cH:27]1.[CH3:1][c:2]1[n:3][c:4]2[cH:5][c:6]([OH:17])[cH:7][cH:8][c:9]2[c:10]([N:12]2[CH2:13][CH2:14][CH2:15][CH2:16]2)[cH:11]1>>[CH3:1][c:2]1[n:3][c:4]2[cH:5][c:6]([O:17][CH2:19][c:20]3[cH:21][c:22]([C:23]#[N:24])[cH:25][cH:26][cH:27]3)[cH:7][cH:8][c:9]2[c:10]([N:12]2[CH2:13][CH2:14][CH2:15][CH2:16]2)[cH:11]1. The reactants are C(C1=CC=CC=C1)OC=1C=CC2=C(SC(=C2)N(C)C)C1 (6-benzyloxy-2-(dimethylamino)benzo[b]thiophene), FC1=C(C=C(C(=O)Cl)C=C1)C(F)(F)F (4-fluoro-3-(trifluoromethyl)benzoyl chloride). Product: FC1=C(C=C(C=C1)C(=O)C=1C2=C(SC1N(C)C)C=C(C=C2)OCC2=CC=CC=C2)C(F)(F)F (6-Benzyloxy-2-(dimethylamino)benzo[b]thiophen-3-yl 4-Fluoro-3-(trifluoromethyl)phenyl Ketone). The yield is 93.0%. RXN SMILES: [CH2:1]([O:8][C:9]1[CH:10]=[CH:11][C:12]2[CH:16]=[C:15]([N:17]([CH3:19])[CH3:18])[S:14][C:13]=2[CH:20]=1)[C:2]1[CH:7]=[CH:6][CH:5]=[CH:4][CH:3]=1.[F:21][C:22]1[CH:30]=[CH:29][C:25]([C:26](Cl)=[O:27])=[CH:24][C:23]=1[C:31]([F:34])([F:33])[F:32]>>[F:21][C:22]1[CH:30]=[CH:29][C:25]([C:26]([C:16]2[C:12]3[CH:11]=[CH:10][C:9]([O:8][CH2:1][C:2]4[CH:3]=[CH:4][CH:5]=[CH:6][CH:7]=4)=[CH:20][C:13]=3[S:14][C:15]=2[N:17]([CH3:18])[CH3:19])=[O:27])=[CH:24][C:23]=1[C:31]([F:32])([F:33])[F:34]. Reported procedure: The title compound was prepared in 93% yield from 6-benzyloxy-2-(dimethylamino)benzo[b]thiophene and 4-fluoro-3-(trifluoromethyl)benzoyl chloride by essentially following the procedure outlined in Example 81, Part C, and Example 85, Part B. Reported procedure: Combine 5,7-dichloro-2-[2-(t-butoxycarbonylamino) benzoyl]-4-[benzenesulfonylimino]-1,4-dihydroquinoline (1 mmol) and ethyl acetate (50 mL). Add trifluoroacetic acid (1 mL) and stir. After 24 hours, evaporate in vacuo and partition the residue between dichloromethane and a saturated aqueous sodium bicarbonate solution. Separate the organic layer, dry over MgSO4, filter and evaporate in vacuo. Chromatograph the residue on a column of silica gel to give the title compound. Yields the product ClC1=C2C(C=C(NC2=CC(=C1)Cl)C(C1=C(C=CC=C1)N)=O)=NS(=O)(=O)C1=CC=CC=C1 (5,7-Dichloro-2-(2-aminobenzoyl)-4-[benzenesulfonylimino]-1,4-dihydroquinoline). Run in C(C)(=O)OCC (ethyl acetate). Reactants: ClC1=C2C(C=C(NC2=CC(=C1)Cl)C(C1=C(C=CC=C1)NC(=O)OC(C)(C)C)=O)=NS(=O)(=O)C1=CC=CC=C1 (5,7-dichloro-2-[2-(t-butoxycarbonylamino) benzoyl]-4-[benzenesulfonylimino]-1,4-dihydroquinoline), FC(C(=O)O)(F)F (trifluoroacetic acid). Reaction conditions: time 24 hour. RXN SMILES: [Cl:1][C:2]1[CH:11]=[C:10]([Cl:12])[CH:9]=[C:8]2[C:3]=1[C:4](=[N:29][S:30]([C:33]1[CH:38]=[CH:37][CH:36]=[CH:35][CH:34]=1)(=[O:32])=[O:31])[CH:5]=[C:6]([C:13](=[O:28])[C:14]1[CH:19]=[CH:18][CH:17]=[CH:16][C:15]=1[NH:20]C(OC(C)(C)C)=O)[NH:7]2.FC(F)(F)C(O)=O>C(OCC)(=O)C>[Cl:1][C:2]1[CH:11]=[C:10]([Cl:12])[CH:9]=[C:8]2[C:3]=1[C:4](=[N:29][S:30]([C:33]1[CH:34]=[CH:35][CH:36]=[CH:37][CH:38]=1)(=[O:32])=[O:31])[CH:5]=[C:6]([C:13](=[O:28])[C:14]1[CH:19]=[CH:18][CH:17]=[CH:16][C:15]=1[NH2:20])[NH:7]2. The reactants are [NH4+], [OH-], CC1CC(O)c2cccc3c(=O)c(C(=O)O)cn1c23, O=[N+]([O-])O, O=S(=O)(O)O. As a reaction SMILES: [NH4+:29].[OH-:30].[OH:1][CH:2]1[c:3]2[c:4]3[c:5]([c:6](=[O:16])[c:7]([C:13](=[O:14])[OH:15])[cH:8][n:9]3[CH:10]([CH3:12])[CH2:11]1)[cH:17][cH:18][cH:19]2.[OH:25][N+:26]([O-:27])=[O:28].[S:20](=[O:21])(=[O:22])([OH:23])[OH:24]>>[OH:1][CH:2]1[c:3]2[c:4]3[c:5]([c:6](=[O:16])[c:7]([C:13](=[O:14])[OH:15])[cH:8][n:9]3[CH:10]([CH3:12])[CH2:11]1)[c:17]([N+:26](=[O:25])[O-:27])[cH:18][cH:19]2. The product is CC1CC(O)c2ccc([N+](=O)[O-])c3c(=O)c(C(=O)O)cn1c23. The reactants are CN(C\C=C\[Sn](CCCC)(CCCC)CCCC)C (Dimethyl-((E)-3-tributylstannanyl-allyl)-amine), BrC=1C=CC(=C(C1)C(=O)C1=CC=C(C=C1)NC1=C(C=C(C=C1)F)F)OC ((5-bromo-2-methoxy-phenyl)-[4-(2,4-difluoro-phenylamino)-phenyl]-methanone), C1=CC=C(C=C1)P(C2=CC=CC=C2)C3=CC=CC=C3 (PPh3). The reagents and catalysts are CC(=O)[O-].CC(=O)[O-].[Pd+2] (Pd(OAc)2). The solvent is COCCOCCOC (diethylene glycol dimethyl ether), Cl (HCl). Product: FC1=C(C=CC(=C1)F)NC1=CC=C(C=C1)C(=O)C1=C(C=CC(=C1)\C=C\CN(C)C)OC ([4-(2,4-Difluoro-phenylamino)-phenyl]-[5-((E)-3-dimethylamino-propenyl)-2-methoxy-phenyl]-methanone). Yield: 27.4%. Reaction SMILES: [CH3:1][N:2]([CH3:19])[CH2:3]/[CH:4]=[CH:5]/[Sn](CCCC)(CCCC)CCCC.Br[C:21]1[CH:22]=[CH:23][C:24]([O:44][CH3:45])=[C:25]([C:27]([C:29]2[CH:34]=[CH:33][C:32]([NH:35][C:36]3[CH:41]=[CH:40][C:39]([F:42])=[CH:38][C:37]=3[F:43])=[CH:31][CH:30]=2)=[O:28])[CH:26]=1.C1C=CC(P(C2C=CC=CC=2)C2C=CC=CC=2)=CC=1>COCCOCCOC.Cl.CC([O-])=O.CC([O-])=O.[Pd+2]>[F:43][C:37]1[CH:38]=[C:39]([F:42])[CH:40]=[CH:41][C:36]=1[NH:35][C:32]1[CH:31]=[CH:30][C:29]([C:27]([C:25]2[CH:26]=[C:21](/[CH:5]=[CH:4]/[CH2:3][N:2]([CH3:1])[CH3:19])[CH:22]=[CH:23][C:24]=2[O:44][CH3:45])=[O:28])=[CH:34][CH:33]=1 |f:5.6.7|. Reported procedure: Dimethyl-((E)-3-tributylstannanyl-allyl)-amine (213 mg, 0.57 mmol) and (5-bromo-2-methoxy-phenyl)-[4-(2,4-difluoro-phenylamino)-phenyl]-methanone (200 mg, 0.475 mmol) are added to a solution of Pd(OAc)2 (10 mg, 0.047 mmol) and PPh3 (50 mg, 0.19 mmol) in diethylene glycol dimethyl ether (12 ml) and heated to 135 C under argon for 30 minutes. The reaction mixture is evaporated to dryness and purified via chromatography (SiO2, acetone/hexanes 6/4>1/0 followed by TBME/MeOH/NH3conc 100/0/0>90/10/1) t...